From a dataset of the Open Reaction Database (ORD), a public repository of structured organic reaction records. describe an organic reaction: reactants, conditions, products, and yield The product is [Cl-].C(C)(C)(C)OC(=O)NC(C(=O)NC(C(=O)O[C@H]1C[N+]2(CCC1CC2)CC(C2=CC=CC=C2)=O)C2=CC=CC=C2)C2=CC=CC=C2 ((3R)-3-(2-(2-(tert-butoxycarbonylamino)-2-phenylacetamido)-2-phenylacetoxy)-1-(2-oxo-2-phenylethyl)-1-azoniabicyclo[2.2.2]octane chloride). Run at time 15 hour. The solvent is CCOC(=O)C (EtOAc), C(C)#N (acetonitrile). Isolated yield 24.0%. Starting materials: C(C)(C)(C)OC(=O)NC(C(=O)NC(C(=O)O[C@H]1CN2CCC1CC2)C2=CC=CC=C2)C2=CC=CC=C2 ((R)-quinuclidin-3-yl 2-(2-(tert-butoxycarbonylamino)-2-phenylacetamido)-2-phenylacetate), ClCC(=O)C1=CC=CC=C1 (2-chloro-1-phenylethanone), ClCC(=O)C1=CC=CC=C1 (2-chloro-1-phenylethanone). Reported procedure: To a solution of (R)-quinuclidin-3-yl 2-(2-(tert-butoxycarbonylamino)-2-phenylacetamido)-2-phenylacetate (210 mg, 0.42 mmol) in EtOAc (3 ml) and acetonitrile (3 ml), was added 2-chloro-1-phenylethanone (65.8 mg, 0.42 mmol), and the reaction was stirred at RT for 15 hours. More 2-chloro-1-phenylethanone (19.7 mg, 0.13 mmol) was added, and the reaction was stirred at RT for 24 hours. The solvent was evaporated, and the crude was purified by flash chromatography (DCM/MeOH=94/6 to 93/7) to obtain (3... Reaction SMILES: [C:1]([O:5][C:6]([NH:8][CH:9]([C:31]1[CH:36]=[CH:35][CH:34]=[CH:33][CH:32]=1)[C:10]([NH:12][CH:13]([C:25]1[CH:30]=[CH:29][CH:28]=[CH:27][CH:26]=1)[C:14]([O:16][C@@H:17]1[CH:22]2[CH2:23][CH2:24][N:19]([CH2:20][CH2:21]2)[CH2:18]1)=[O:15])=[O:11])=[O:7])([CH3:4])([CH3:3])[CH3:2].[Cl:37][CH2:38][C:39]([C:41]1[CH:46]=[CH:45][CH:44]=[CH:43][CH:42]=1)=[O:40]>CCOC(C)=O.C(#N)C>[Cl-:37].[C:1]([O:5][C:6]([NH:8][CH:9]([C:31]1[CH:36]=[CH:35][CH:34]=[CH:33][CH:32]=1)[C:10]([NH:12][CH:13]([C:25]1[CH:26]=[CH:27][CH:28]=[CH:29][CH:30]=1)[C:14]([O:16][C@@H:17]1[CH:22]2[CH2:21][CH2:20][N+:19]([CH2:38][C:39](=[O:40])[C:41]3[CH:46]=[CH:45][CH:44]=[CH:43][CH:42]=3)([CH2:24][CH2:23]2)[CH2:18]1)=[O:15])=[O:11])=[O:7])([CH3:4])([CH3:2])[CH3:3] |f:4.5|. The reactants are C(C1=CC=CC=C1)[C@H]1N(C(OC1)=O)C(CC)=O ((R)-4-benzyl-3-propionyloxazolidin-2-one), C[Si](C)(C)[N-][Si](C)(C)C.[Na+] (sodium bis(trimethylsilyl)amide), C(C1=CC=CC=C1)OC1=CC=C(C=C1)CBr (1-(benzyloxy)-4-(bromomethyl)benzene), O1C(NCC1)=O (oxazolidinone). Solvent: O1CCCC1 (tetrahydrofuran), O1CCCC1 (tetrahydrofuran). Run at time 1 hour. The product is C(C1=CC=CC=C1)[C@H]1N(C(OC1)=O)C([C@@H](CC1=CC=C(C=C1)OCC1=CC=CC=C1)C)=O ((R)-4-benzyl-3-((R)-3-(4-(benzyloxy)phenyl)-2-methylpropanoyl)oxazolidin-2-one). As a reaction SMILES: [CH2:1]([C@@H:8]1[CH2:12][O:11][C:10](=[O:13])[N:9]1[C:14](=[O:17])[CH2:15][CH3:16])[C:2]1[CH:7]=[CH:6][CH:5]=[CH:4][CH:3]=1.C[Si]([N-][Si](C)(C)C)(C)C.[Na+].[CH2:28]([O:35][C:36]1[CH:41]=[CH:40][C:39]([CH2:42]Br)=[CH:38][CH:37]=1)[C:29]1[CH:34]=[CH:33][CH:32]=[CH:31][CH:30]=1.O1CCNC1=O>O1CCCC1>[CH2:1]([C@@H:8]1[CH2:12][O:11][C:10](=[O:13])[N:9]1[C:14](=[O:17])[C@H:15]([CH3:16])[CH2:42][C:39]1[CH:40]=[CH:41][C:36]([O:35][CH2:28][C:29]2[CH:34]=[CH:33][CH:32]=[CH:31][CH:30]=2)=[CH:37][CH:38]=1)[C:2]1[CH:3]=[CH:4][CH:5]=[CH:6][CH:7]=1 |f:1.2|. Procedure: To a solution of (R)-4-benzyl-3-propionyloxazolidin-2-one (17.0 g, 72.8 mmol) in tetrahydrofuran (200 mL) at −78° C. was added sodium bis(trimethylsilyl)amide (80 mL, 79.4 mmol) and stirred for 1 hour. A solution of 1-(benzyloxy)-4-(bromomethyl)benzene (746) (20.0 g, 72.2 mmol) in tetrahydrofuran (50 mL) was added slowly to the oxazolidinone solution at −78° C. and allowed to warm to room temperature overnight. The solvent was removed in vacuo and the residue was dissolved with ethyl acetate. Th...